Task: describe an organic reaction: reactants, conditions, products, and yield. Dataset: the Open Reaction Database (ORD), a public repository of structured organic reaction records Starting materials: CC#N, O=S(=O)(Cl)C1CCCCC1, ClCCl, Cl, CCOC(=O)C(C)N, [Na+], [OH-], O. Product: CCOC(=O)C(C)NS(=O)(=O)C1CCCCC1. Reaction SMILES: [CH3:23][C:24]#[N:25].[CH:1]1([S:7](=[O:8])(=[O:9])[Cl:10])[CH2:2][CH2:3][CH2:4][CH2:5][CH2:6]1.[Cl:26][CH2:27][Cl:28].[ClH:11].[NH2:12][CH:13]([C:14](=[O:15])[O:16][CH2:17][CH3:18])[CH3:19].[Na+:21].[OH-:20].[OH2:22]>>[CH:1]1([S:7](=[O:8])(=[O:9])[NH:12][CH:13]([C:14](=[O:15])[O:16][CH2:17][CH3:18])[CH3:19])[CH2:2][CH2:3][CH2:4][CH2:5][CH2:6]1.